From a dataset of the Open Reaction Database (ORD), a public repository of structured organic reaction records. describe an organic reaction: reactants, conditions, products, and yield Starting materials: CN(C1=NC=C(C=C1)[N+](=O)[O-])C1CCOCC1 (N-methyl-5-nitro-N-(tetrahydro-2H-pyran-4-yl)pyridin-2-amine). RXN SMILES: [CH3:1][N:2]([CH:12]1[CH2:17][CH2:16][O:15][CH2:14][CH2:13]1)[C:3]1[CH:8]=[CH:7][C:6]([N+:9]([O-])=O)=[CH:5][N:4]=1>CO.[Pd]>[CH3:1][N:2]([CH:12]1[CH2:17][CH2:16][O:15][CH2:14][CH2:13]1)[C:3]1[CH:8]=[CH:7][C:6]([NH2:9])=[CH:5][N:4]=1. The solvent is CO (MeOH). Yields the product CN(C1=NC=C(C=C1)N)C1CCOCC1 (N2-methyl-N2-(tetrahydro-2H-pyran-4-yl)pyridine-2,5-diamine). Run at temperature 20 celsius, time 3 hour. Reported procedure: To a solution of N-methyl-5-nitro-N-(tetrahydro-2H-pyran-4-yl)pyridin-2-amine (217 mg, 0.92 mmol) in MeOH (30 mL) was added Pd/C (0.5 g). The mixture was stirred for 3 hours at 20° C. under 1 atm. H2. The reaction was filtered and concentrated to give dark red oil. MS (m/z): 208 (M+H)+ The reagents and catalysts are [Pd] (Pd/C). Reactants: N1CC(CCC1)C(=O)OCC (ethyl piperidine-3-carboxylate), COC1=CC=C(CCBr)C=C1 (4-methoxyphenethyl bromide). The product is COC1=CC=C(CCN2CC(CCC2)C(=O)OCC)C=C1 (Ethyl 1-(4-methoxyphenethyl)piperidine-3-carboxylate). As a reaction SMILES: [NH:1]1[CH2:6][CH2:5][CH2:4][CH:3]([C:7]([O:9][CH2:10][CH3:11])=[O:8])[CH2:2]1.[CH3:12][O:13][C:14]1[CH:22]=[CH:21][C:17]([CH2:18][CH2:19]Br)=[CH:16][CH:15]=1>>[CH3:12][O:13][C:14]1[CH:22]=[CH:21][C:17]([CH2:18][CH2:19][N:1]2[CH2:6][CH2:5][CH2:4][CH:3]([C:7]([O:9][CH2:10][CH3:11])=[O:8])[CH2:2]2)=[CH:16][CH:15]=1. Procedure details: This compound was prepared as described in Preparation 3 using ethyl piperidine-3-carboxylate and 4-methoxyphenethyl bromide as reagents. The title compound was obtained as a colourless oil.